From a dataset of the Open Reaction Database (ORD), a public repository of structured organic reaction records. describe an organic reaction: reactants, conditions, products, and yield Reactants: C1CCOC1, CC1(C)OCC(CO)([N+](=O)[O-])CO1, Cc1cc(-c2noc(-c3sc(C)c4c3CC3C4C3(C)C)n2)cc(C)c1O, CCOC(=O)N=NC(=O)OCC, c1ccc(P(c2ccccc2)c2ccccc2)cc1. Yields the product Cc1cc(-c2noc(-c3sc(C)c4c3CC3C4C3(C)C)n2)cc(C)c1OCC1([N+](=O)[O-])COC(C)(C)OC1. As a reaction SMILES: [CH2:71]1[O:72][CH2:73][CH2:74][CH2:75]1.[CH3:32][C:33]1([CH3:44])[O:34][CH2:35][C:36]([N+:39](=[O:40])[O-:41])([CH2:42][OH:43])[CH2:37][O:38]1.[CH3:45][c:46]1[c:47]([OH:70])[c:48]([CH3:69])[cH:49][c:50](-[c:52]2[n:53][o:54][c:55](-[c:57]3[c:58]4[c:62]([c:63]([CH3:65])[s:64]3)[CH:61]3[CH:60]([CH2:59]4)[C:66]3([CH3:67])[CH3:68])[n:56]2)[cH:51]1.[O:20]=[C:21]([O:22][CH2:23][CH3:24])[N:25]=[N:26][C:27]([O:28][CH2:29][CH3:30])=[O:31].[c:1]1([P:2]([c:3]2[cH:4][cH:5][cH:6][cH:7][cH:8]2)[c:9]2[cH:10][cH:11][cH:12][cH:13][cH:14]2)[cH:15][cH:16][cH:17][cH:18][cH:19]1>>[CH3:32][C:33]1([CH3:44])[O:34][CH2:35][C:36]([N+:39](=[O:40])[O-:41])([CH2:42][O:43][c:47]2[c:46]([CH3:45])[cH:51][c:50](-[c:52]3[n:53][o:54][c:55](-[c:57]4[c:58]5[c:62]([c:63]([CH3:65])[s:64]4)[CH:61]4[CH:60]([CH2:59]5)[C:66]4([CH3:67])[CH3:68])[n:56]3)[cH:49][c:48]2[CH3:69])[CH2:37][O:38]1. Starting materials: C(C)(C)(C)OC(=O)N1[C@@H](CCC1)CNC1=NC(=CC2=CC=CC=C12)C1=NNC(N1)=O ((S)-tert-butyl-2-(((3-(5-oxo-4,5-dihydro-1H-1,2,4-triazol-3-yl)isoquinolin-1-yl)amino)methyl)pyrrolidine-1-carboxylate), C(=O)(C(F)(F)F)O (TFA). Run in C(Cl)Cl (DCM). Conditions: time 2 hour. Product: N1[C@@H](CCC1)CNC1=NC(=CC2=CC=CC=C12)C1=NNC(N1)=O ((S)-3-(1-((pyrrolidin-2-ylmethyl)amino)isoquinolin-3-yl)-1H-1,2,4-triazol-5(4H)-one). Reaction SMILES: C(OC([N:8]1[CH2:12][CH2:11][CH2:10][C@H:9]1[CH2:13][NH:14][C:15]1[C:24]2[C:19](=[CH:20][CH:21]=[CH:22][CH:23]=2)[CH:18]=[C:17]([C:25]2[NH:29][C:28](=[O:30])[NH:27][N:26]=2)[N:16]=1)=O)(C)(C)C.C(O)(C(F)(F)F)=O>C(Cl)Cl>[NH:8]1[CH2:12][CH2:11][CH2:10][C@H:9]1[CH2:13][NH:14][C:15]1[C:24]2[C:19](=[CH:20][CH:21]=[CH:22][CH:23]=2)[CH:18]=[C:17]([C:25]2[NH:29][C:28](=[O:30])[NH:27][N:26]=2)[N:16]=1. Procedure details: To crude (S)-tert-butyl-2-(((3-(5-oxo-4,5-dihydro-1H-1,2,4-triazol-3-yl)isoquinolin-1-yl)amino)methyl)pyrrolidine-1-carboxylate (653 mg) suspended in DCM (3 mL) was added TFA (2 mL). The mixture was stirred for 2 hours and then concentrated. The product was purified by preparative HPLC eluting with a gradient of 5-30% ACN in water (acid mode) to give the title compound. Reactants: CC(=O)O, C1CCOC1, COc1ccc(Cn2cnc3c(-c4cccnc4F)ncnc32)cc1, C[Si](C)(C)[N-][Si](C)(C)C, CO, [Li+], Cc1ccc2c(Nc3ccc(C#N)cc3)ncnc2c1N. Product: COc1ccc(Cn2cnc3c(-c4cccnc4Nc4c(C)ccc5c(Nc6ccc(C#N)cc6)ncnc45)ncnc32)cc1. RXN SMILES: [C:57]([OH:58])(=[O:59])[CH3:60].[CH2:61]1[O:62][CH2:63][CH2:64][CH2:65]1.[CH3:1][O:2][c:3]1[cH:4][cH:5][c:6]([CH2:7][n:8]2[c:9]3[n:10][cH:11][n:12][c:13](-[c:17]4[c:18]([F:23])[n:19][cH:20][cH:21][cH:22]4)[c:14]3[n:15][cH:16]2)[cH:24][cH:25]1.[CH3:47][Si:48]([N-:49][Si:50]([CH3:51])([CH3:52])[CH3:53])([CH3:54])[CH3:55].[CH3:66][OH:67].[Li+:56].[NH2:26][c:27]1[c:28]([CH3:46])[cH:29][cH:30][c:31]2[c:32]([NH:37][c:38]3[cH:39][cH:40][c:41]([C:42]#[N:43])[cH:44][cH:45]3)[n:33][cH:34][n:35][c:36]12>>[CH3:1][O:2][c:3]1[cH:4][cH:5][c:6]([CH2:7][n:8]2[c:9]3[n:10][cH:11][n:12][c:13](-[c:17]4[c:18]([NH:26][c:27]5[c:28]([CH3:46])[cH:29][cH:30][c:31]6[c:32]([NH:37][c:38]7[cH:39][cH:40][c:41]([C:42]#[N:43])[cH:44][cH:45]7)[n:33][cH:34][n:35][c:36]56)[n:19][cH:20][cH:21][cH:22]4)[c:14]3[n:15][cH:16]2)[cH:24][cH:25]1. Reactants: Cl (hydrochloric acid), C(C)(C)(C)OC(=O)NC1=NC=C(C=N1)B(O)O (2-(tert-Butoxycarbonylamino)pyrimidin-5-ylboronic acid), [OH-].[Na+] (sodium hydroxide). Solvent: O (Water), O (water). Run at temperature 10 celsius, time 12 hour. Yields the product NC1=NC=C(C=N1)B(O)O (2-aminopyrimidin-5-ylboronic acid). Yield: 89.5%. RXN SMILES: C(OC([NH:8][C:9]1[N:14]=[CH:13][C:12]([B:15]([OH:17])[OH:16])=[CH:11][N:10]=1)=O)(C)(C)C.Cl.[OH-].[Na+]>O>[NH2:8][C:9]1[N:14]=[CH:13][C:12]([B:15]([OH:17])[OH:16])=[CH:11][N:10]=1 |f:2.3|. Procedure details: To a mixture of [2-[(tert-butoxycarbonyl)amino]pyrimidin-5-yl]boronic acid 12 (40.0 kg, 49 wt % by HPLC, 82.0 mol) in water (245 kg) was added concentrated hydrochloric acid (39.6 L) while maintaining the temperature below 30° C. The reaction mixture was stirred for 12 h and was then cooled to 10° C. The pH of the mixture was adjusted to 6.5 by addition of 50% aqueous sodium hydroxide solution while maintaining the temperature below 15° C. and the mixture was then stirred for 1 h. Water (69.0 kg... Product: Cc1c(C)c2c(c3c1NC(C)(C)C3)CC(C)(CI)O2. As a reaction SMILES: [C:23](=[O:24])([OH:25])[O-:26].[C:30]([O:31][CH2:32][CH3:33])(=[O:34])[CH3:35].[CH3:28][OH:29].[ClH:22].[I:1][CH2:2][C:3]1([CH3:21])[CH2:4][c:5]2[c:6]3[c:10]([c:11]([CH3:16])[c:12]([CH3:15])[c:13]2[O:14]1)[N:9]([CH:17]=[O:18])[C:8]([CH3:19])([CH3:20])[CH2:7]3.[Na+:27].[OH2:36]>>[I:1][CH2:2][C:3]1([CH3:21])[CH2:4][c:5]2[c:6]3[c:10]([c:11]([CH3:16])[c:12]([CH3:15])[c:13]2[O:14]1)[NH:9][C:8]([CH3:19])([CH3:20])[CH2:7]3. Reactants: O=C([O-])O, CCOC(C)=O, CO, Cl, Cc1c(C)c2c(c3c1OC(C)(CI)C3)CC(C)(C)N2C=O, [Na+], O.